This data is from the Open Reaction Database (ORD), a public repository of structured organic reaction records. The task is: describe an organic reaction: reactants, conditions, products, and yield Starting materials: [O-2].[Zn+2] (zinc oxide), C(C)(=O)O (acetic acid), O (water), 18.4, [O-2].[Zn+2] (zinc oxide), [Zn] (zinc). The solvent is N (ammonia), N (ammonia). Reaction conditions: temperature 10 celsius. Yields the product C(C)(=O)[O-].[Zn+2].C(C)(=O)[O-] (zinc acetate). As a reaction SMILES: [C:1]([OH:4])(=[O:3])[CH3:2].O.[O-2].[Zn+2:7].[Zn]>N>[C:1]([O-:4])(=[O:3])[CH3:2].[Zn+2:7].[C:1]([O-:4])(=[O:3])[CH3:2] |f:2.3,6.7.8|. Procedure details: A stock solution of zinc acetate in aqueous ammonia was prepared by mixing 33.6 parts of glacial acetic acid with 48 parts of water followed by slow addition to the cooled mixture of 18.4 parts of commercial anhydrous liquid ammonia, while maintaining the temperature between 25° and 50° C. After cooling the solution to 10° C., 21.8 parts of zinc oxide were slowly added with stirring while maintaining the temperature below 25° C. The zinc oxide dissolved rapidly to afford a stock solution contain... Reactants: C(CCCC)OC1=CC=C(C(=O)Cl)C=C1 (4-pentyloxybenzoyl chloride), C(CCCCCCN)N (1,7-heptanediamine), [OH-].[K+] (potassium hydroxide). The solvent is C(CCl)Cl (ethylene dichloride). Product: C(CCCC)OC1=CC=C(C(=O)NCCCCCCCNC(C2=CC=C(C=C2)OCCCCC)=O)C=C1 (N,N'-Heptamethylenebis(4-pentyloxybenzamide)). RXN SMILES: [CH2:1]([O:6][C:7]1[CH:15]=[CH:14][C:10]([C:11](Cl)=[O:12])=[CH:9][CH:8]=1)[CH2:2][CH2:3][CH2:4][CH3:5].[CH2:16]([NH2:24])[CH2:17][CH2:18][CH2:19][CH2:20][CH2:21][CH2:22][NH2:23].[OH-:25].[K+]>C(Cl)CCl>[CH2:1]([O:6][C:7]1[CH:15]=[CH:14][C:10]([C:11]([NH:23][CH2:22][CH2:21][CH2:20][CH2:19][CH2:18][CH2:17][CH2:16][NH:24][C:11](=[O:12])[C:10]2[CH:14]=[CH:15][C:7]([O:25][CH2:1][CH2:2][CH2:3][CH2:4][CH3:5])=[CH:8][CH:9]=2)=[O:12])=[CH:9][CH:8]=1)[CH2:2][CH2:3][CH2:4][CH3:5] |f:2.3|. Reported procedure: m.p. 155°-156° C., 29.9 g., was prepared as in Example 1 using 50 g. of 4-pentyloxybenzoyl chloride in 200 ml. of ethylene dichloride, 13.0 g. of 1,7-heptanediamine, 250 ml. of 10% aqueous potassium hydroxide solution, 500 ml. of ethylene dichloride and recrystallization from ethanol. Reaction SMILES: [C:1](#[N:2])[c:3]1[cH:4][cH:5][c:6]([NH:23][CH:24]([CH2:25][OH:26])[CH3:27])[c:7]([C:8](=[O:9])[NH:10][CH2:11][c:12]2[cH:13][c:14]([O:20][CH3:21])[c:15]([O:18][CH3:19])[cH:16][cH:17]2)[cH:22]1.[CH3:39][N:40]([CH3:41])[CH:42]=[O:43].[CH3:44][CH2:45][O:46][C:47](=[O:48])[CH3:49].[F:30][c:31]1[cH:32][cH:33][c:34]([C:35]#[N:36])[cH:37][cH:38]1.[H-:28].[Na+:29]>>[C:1](#[N:2])[c:3]1[cH:4][cH:5][c:6]([NH:23][CH:24]([CH2:25][O:26][c:31]2[cH:32][cH:33][c:34]([C:35]#[N:36])[cH:37][cH:38]2)[CH3:27])[c:7]([C:8](=[O:9])[NH:10][CH2:11][c:12]2[cH:13][c:14]([O:20][CH3:21])[c:15]([O:18][CH3:19])[cH:16][cH:17]2)[cH:22]1. Starting materials: COc1ccc(CNC(=O)c2cc(C#N)ccc2NC(C)CO)cc1OC, CN(C)C=O, CCOC(C)=O, N#Cc1ccc(F)cc1, [H-], [Na+]. Product: COc1ccc(CNC(=O)c2cc(C#N)ccc2NC(C)COc2ccc(C#N)cc2)cc1OC. The reactants are CN(C=O)C (dimethylformamide), C(C1=CC=CC=C1)N1C(=O)CCC2=CC(=CC=C12)O (1-benzyl-6-hydroxy-3,4-dihydrocarbostyril), C(=O)([O-])[O-].[K+].[K+] (K2CO3), C(C)N(C(CCCCCl)=O)CC1OCCCC1 (N-ethyl-N-(2-tetrahydropyranylmethyl)-5-chloropentanic acid amide). Solvent: CO (methanol), C(Cl)(Cl)Cl (chloroform), C(Cl)(Cl)Cl (chloroform). Yields the product C(C1=CC=CC=C1)N1C(=O)CCC2=CC(=CC=C12)OCCCCC(=O)N(CC)CC1OCCCC1 (1-benzyl-6-{4-[N-(2-tetrahydropyranylmethyl)-N-ethylaminocarbonyl]butoxy}-3,4-dihydrocarbostyril). Reaction SMILES: CN(C)C=O.[CH2:6]([N:13]1[C:23]2[C:18](=[CH:19][C:20]([OH:24])=[CH:21][CH:22]=2)[CH2:17][CH2:16][C:14]1=[O:15])[C:7]1[CH:12]=[CH:11][CH:10]=[CH:9][CH:8]=1.C([O-])([O-])=O.[K+].[K+].[CH2:31]([N:33]([CH2:41][CH:42]1[CH2:47][CH2:46][CH2:45][CH2:44][O:43]1)[C:34](=[O:40])[CH2:35][CH2:36][CH2:37][CH2:38]Cl)[CH3:32]>C(Cl)(Cl)Cl.CO>[CH2:6]([N:13]1[C:23]2[C:18](=[CH:19][C:20]([O:24][CH2:38][CH2:37][CH2:36][CH2:35][C:34]([N:33]([CH2:41][CH:42]3[CH2:47][CH2:46][CH2:45][CH2:44][O:43]3)[CH2:31][CH3:32])=[O:40])=[CH:21][CH:22]=2)[CH2:17][CH2:16][C:14]1=[O:15])[C:7]1[CH:8]=[CH:9][CH:10]=[CH:11][CH:12]=1 |f:2.3.4|. Reported procedure: Into 50 ml of dimethylformamide were added 1.9 g of 1-benzyl-6-hydroxy-3,4-dihydrocarbostyril, 1.8 g of K2CO3 and 0.5 g of KI. The mixture was heated at 60°-70° C. under stirring, then 3.4 g of N-ethyl-N-(2-tetrahydropyranylmethyl)-5-chloropentanic acid amide was added dropwise gradually thereto. After the addition operation, the reaction mixture was further stirred at the same temperature for 4 hours. Then the solvent was removed by distillation and the residue thus obtained was dissolved in 20... Starting materials: CNN (Methylhydrazine), O=C1N(C(C2=CC=CC=C12)=O)N(C(OC(C)(C)C)=O)[C@@H]1COCC1 ((S)-t-butyl (1,3-dioxoisoindolin-2-yl)(tetrahydrofuran-3-yl)carbamate). Run in C1CCOC1 (THF). Run at temperature 0 celsius, time 3 day. The product is O1C[C@H](CC1)N(N)C(=O)OC(C)(C)C ((S)-t-butyl 1-(tetrahydrofuran-3-yl)hydrazinecarboxylate). Isolated yield 94.1%. As a reaction SMILES: CNN.O=C1C2C(=CC=CC=2)C(=O)[N:6]1[N:15]([C@H:23]1[CH2:27][CH2:26][O:25][CH2:24]1)[C:16](=[O:22])[O:17][C:18]([CH3:21])([CH3:20])[CH3:19]>C1COCC1>[O:25]1[CH2:26][CH2:27][C@H:23]([N:15]([C:16]([O:17][C:18]([CH3:21])([CH3:20])[CH3:19])=[O:22])[NH2:6])[CH2:24]1. Reported procedure: Methylhydrazine (3.94 mL) was added dropwise to a solution of (S)-t-butyl (1,3-dioxoisoindolin-2-yl)(tetrahydrofuran-3-yl)carbamate (12.3 g) in THF (125 mL) under ice-cooling over two minutes. The reaction mixture was stirred at 0° C. for 30 minutes, at room temperature for three days and then at 50° C. for four hours. The reaction mixture was ice-cooled, and the insoluble matter was then removed from the reaction mixture by filtration. The filtrate was concentrated under reduced pressure. The r... Starting materials: CC=1C=C(C=O)C=C(C1OC)C (3,5-Dimethyl-4-methoxybenzaldehyde), FC=1C=C2CC(NC2=CC1)=O (5-fluoro-2-oxindole). Product: FC=1C=C2C(C(NC2=CC1)=O)=CC1=CC(=C(C(=C1)C)OC)C (5-fluoro-3-(4-methoxy-3,5-dimethylbenzylidene)-1,3-dihydroindol-2-one). RXN SMILES: [CH3:1][C:2]1[CH:3]=[C:4]([CH:7]=[C:8]([CH3:12])[C:9]=1[O:10][CH3:11])[CH:5]=O.[F:13][C:14]1[CH:15]=[C:16]2[C:20](=[CH:21][CH:22]=1)[NH:19][C:18](=[O:23])[CH2:17]2>>[F:13][C:14]1[CH:15]=[C:16]2[C:20](=[CH:21][CH:22]=1)[NH:19][C:18](=[O:23])[C:17]2=[CH:5][C:4]1[CH:3]=[C:2]([CH3:1])[C:9]([O:10][CH3:11])=[C:8]([CH3:12])[CH:7]=1. Reported procedure: 3,5-Dimethyl-4-methoxybenzaldehyde was condensed with 5-fluoro-2-oxindole to give 0.3 g of 5-fluoro-3-(4-methoxy-3,5-dimethylbenzylidene)-1,3-dihydroindol-2-one as a yellow-orange solid.